From a dataset of the Open Reaction Database (ORD), a public repository of structured organic reaction records. describe an organic reaction: reactants, conditions, products, and yield Reactants: C(C)(=O)NC1=CC(=C(C=C1Cl)C(CCCCCl)=O)O (1-(4-Acetylamino-5-chloro-2-hydroxyphenyl)-5-chloropentan-1-one), C([O-])([O-])=O.[K+].[K+] (potassium carbonate), IC (iodomethane). The solvent is C(C)C(=O)C (methyl ethyl ketone). The product is C(C)(=O)NC1=CC(=C(C=C1Cl)C(CCCCCl)=O)OC (1-(4-acetylamino-5-chloro-2-methoxyphenyl)-5-chloro-pentan-1-one). The yield is 67.7%. RXN SMILES: [C:1]([NH:4][C:5]1[C:10]([Cl:11])=[CH:9][C:8]([C:12](=[O:18])[CH2:13][CH2:14][CH2:15][CH2:16][Cl:17])=[C:7]([OH:19])[CH:6]=1)(=[O:3])[CH3:2].[C:20](=O)([O-])[O-].[K+].[K+].IC>C(C(C)=O)C>[C:1]([NH:4][C:5]1[C:10]([Cl:11])=[CH:9][C:8]([C:12](=[O:18])[CH2:13][CH2:14][CH2:15][CH2:16][Cl:17])=[C:7]([O:19][CH3:20])[CH:6]=1)(=[O:3])[CH3:2] |f:1.2.3|. Procedure details: 1-(4-Acetylamino-5-chloro-2-hydroxyphenyl)-5-chloropentan-1-one (1.07 g, 3.5 mmol), potassium carbonate (1.38 g, 10.0 mmol) and iodomethane (0.62 mL, 10.0 mmol) were combined in methyl ethyl ketone (20 mL) and stirred at reflux temperature for 4 hours, 15 minutes. The mixture was partitioned between ethyl acetate and water. The ethyl acetate layer was separated, washed in brine, dried over sodium sulfate, and then evaporated to leave a solid residue. Crystallization of the residue from ethyl ace... The reactants are C(#N)C1=CC(=C(C=C1)C=1C=NN(C1O)C1=NC=C(C(=O)O)C=C1)C (6-(4-(4-cyano-2-methylphenyl)-5-hydroxy-1H-pyrazol-1-yl)nicotinic acid), Cl.Cl.C1(CC1)N1[C@@H](CNCC1)C ((R)-1-cyclopropyl-2-methylpiperazine dihydrochloride). Yields the product C1(CC1)N1[C@@H](CN(CC1)C(=O)C=1C=CC(=NC1)N1N=CC(=C1O)C1=C(C=C(C#N)C=C1)C)C ((R)-4-(1-(5-(4-cyclopropyl-3-methylpiperazine-1-carbonyl)pyridin-2-yl)-5-hydroxy-1H-pyrazol-4-yl)-3-methylbenzonitrile). RXN SMILES: [C:1]([C:3]1[CH:8]=[CH:7][C:6]([C:9]2[CH:10]=[N:11][N:12]([C:15]3[CH:23]=[CH:22][C:18]([C:19]([OH:21])=O)=[CH:17][N:16]=3)[C:13]=2[OH:14])=[C:5]([CH3:24])[CH:4]=1)#[N:2].Cl.Cl.[CH:27]1([N:30]2[CH2:35][CH2:34][NH:33][CH2:32][C@H:31]2[CH3:36])[CH2:29][CH2:28]1>>[CH:27]1([N:30]2[CH2:35][CH2:34][N:33]([C:19]([C:18]3[CH:22]=[CH:23][C:15]([N:12]4[C:13]([OH:14])=[C:9]([C:6]5[CH:7]=[CH:8][C:3]([C:1]#[N:2])=[CH:4][C:5]=5[CH3:24])[CH:10]=[N:11]4)=[N:16][CH:17]=3)=[O:21])[CH2:32][C@H:31]2[CH3:36])[CH2:29][CH2:28]1 |f:1.2.3|. Procedure details: The title compound was prepared in a manner similar to Example 112 using 6-(4-(4-cyano-2-methylphenyl)-5-hydroxy-1H-pyrazol-1-yl)nicotinic acid and (R)-1-cyclopropyl-2-methylpiperazine dihydrochloride. 1H NMR (400 MHz, DMSO-d6) δ ppm 0.26 (br. s., 1H) 0.36-0.51 (m, 2H) 0.61 (d, J=5.56 Hz, 1H) 0.93-1.29 (m, 3H) 1.65 (br. s., 1H) 2.16-2.40 (m, 1H) 2.43 (s, 3H) 2.58 (br. s., 1H) 2.75-3.03 (m, 2H) 3.15 (br. s., 1H) 3.43-3.59 (m, 1H) 4.09 (br. s., 1H) 7.66 (d, J=8.32 Hz, 1H) 7.73 (s, 1H) 7.78 (d, J=8... Reactants: OC1=C(C=CC=C1)S(=O)(=O)N (2-hydroxyphenylsulfonamide), C([O-])([O-])=O.[K+].[K+] (potassium carbonate), C1(=CC=C(C=C1)C(=O)S(=O)(=O)OCCCl)C (2-chloroethyl p-toloylsulfonate). Yields the product ClCCOC1=C(C=CC=C1)S(=O)(=O)N (2-(2-Chloroethoxy)-phenylsulfonamide). Run in C(C)C(=O)C (ethylmethylketone). Reported procedure: A mixture of 9.0 g of 2-hydroxyphenylsulfonamide, 7.9 g of potassium carbonate, 13.3 g of 2-chloroethyl p-toloylsulfonate and 80 ml of ethylmethylketone is refluxed for 40 hours. The reaction mixture is cooled to room temperature, filtrated and evaporated to dryness. From the oily residue crystallise after addition of a small portion of methylene chloride 7.0 g of 2-(2-chloroethoxy)-phenylsulfonamide, m.p. 110° C. RXN SMILES: [OH:1][C:2]1[CH:7]=[CH:6][CH:5]=[CH:4][C:3]=1[S:8]([NH2:11])(=[O:10])=[O:9].C(=O)([O-])[O-].[K+].[K+].C1(C)C=CC(C(S(O[CH2:30][CH2:31][Cl:32])(=O)=O)=O)=CC=1>C(C(C)=O)C>[Cl:32][CH2:31][CH2:30][O:1][C:2]1[CH:7]=[CH:6][CH:5]=[CH:4][C:3]=1[S:8]([NH2:11])(=[O:9])=[O:10] |f:1.2.3|.